This data is from the Open Reaction Database (ORD), a public repository of structured organic reaction records. The task is: describe an organic reaction: reactants, conditions, products, and yield Starting materials: COc2ccc1cc(OC(=O)N(C)C)ccc1c2 (substrate), CCO[Si](OCC)(OCC)c1ccc(C(F)(F)F)cc1 (effective_coupling_partner). Reagents/catalysts: dcype. Conditions: temperature 120 celsius, time 12 hour. The product is COc3ccc2cc(c1ccc(C(F)(F)F)cc1)ccc2c3.